From a dataset of the Open Reaction Database (ORD), a public repository of structured organic reaction records. describe an organic reaction: reactants, conditions, products, and yield The reactants are O=C(N1C=CC=2C(Br)=CC=CC21)C(C)(C)C. The reagents and catalysts are OC(C)(C)C(O)(C)C, BrB(Br)Br. Reaction conditions: temperature 25 celsius, time 16 hour. Product: BrC1=CC=C(B2OC(C)(C)C(O2)(C)C)C=3NC=CC13. The yield is 86.0%.